From a dataset of the Open Reaction Database (ORD), a public repository of structured organic reaction records. describe an organic reaction: reactants, conditions, products, and yield RXN SMILES: [Br:6][c:7]1[c:8]([NH2:9])[c:10]([O:24][CH3:25])[cH:11][c:12]([C:14]([C:15]([F:16])([F:17])[F:18])([C:19]([F:20])([F:21])[F:22])[OH:23])[cH:13]1.[CH3:1][S:2]([Cl:3])(=[O:4])=[O:5].[OH2:26].[cH:27]1[cH:28][cH:29][n:30][cH:31][cH:32]1>>[CH3:1][S:2](=[O:4])(=[O:5])[NH:9][c:8]1[c:7]([Br:6])[cH:13][c:12]([C:14]([C:15]([F:16])([F:17])[F:18])([C:19]([F:20])([F:21])[F:22])[OH:23])[cH:11][c:10]1[O:24][CH3:25]. Reactants: COc1cc(C(O)(C(F)(F)F)C(F)(F)F)cc(Br)c1N, CS(=O)(=O)Cl, O, c1ccncc1. Product: COc1cc(C(O)(C(F)(F)F)C(F)(F)F)cc(Br)c1NS(C)(=O)=O. Starting materials: C[Si](C)(C)[SiH]([Si](C)(C)C)[Si](C)(C)C (tris(trimethylsilyl)silane), CC(C)(C#N)N=NC(C)(C)C#N (AIBN), BrC1(CC12CN([C@@H](C2)C(=O)O)C(=O)OC(C)(C)C)Br ((6S)-1,1-dibromo-5-(tert-butoxycarbonyl)-5-azaspiro[2.4]heptane-6-carboxylic acid), C[Si](C)(C)[SiH]([Si](C)(C)C)[Si](C)(C)C (tris(trimethylsilyl)silane), CC(C)(C#N)N=NC(C)(C)C#N (AIBN), C[Si](C)(C)[SiH]([Si](C)(C)C)[Si](C)(C)C (tris(trimethylsilyl)silane), CC(C)(C#N)N=NC(C)(C)C#N (AIBN). Solvent: CCOC(=O)C (EtOAc), C1(=CC=CC=C1)C (toluene). Reaction conditions: temperature 110 celsius. Product: C(C)(C)(C)OC(=O)N1CC2(CC2)C[C@H]1C(=O)O ((S)-5-(tert-butoxycarbonyl)-5-azaspiro[2.4]heptane-6-carboxylic acid). Isolated yield 38.6%. As a reaction SMILES: Br[C:2]1(Br)[C:4]2([CH2:8][C@@H:7]([C:9]([OH:11])=[O:10])[N:6]([C:12]([O:14][C:15]([CH3:18])([CH3:17])[CH3:16])=[O:13])[CH2:5]2)[CH2:3]1.C[Si]([SiH]([Si](C)(C)C)[Si](C)(C)C)(C)C.CC(N=NC(C#N)(C)C)(C#N)C>C1(C)C=CC=CC=1.CCOC(C)=O>[C:15]([O:14][C:12]([N:6]1[C@H:7]([C:9]([OH:11])=[O:10])[CH2:8][C:4]2([CH2:3][CH2:2]2)[CH2:5]1)=[O:13])([CH3:18])([CH3:16])[CH3:17]. Reported procedure: To a degassed solution of (6S)-1,1-dibromo-5-(tert-butoxycarbonyl)-5-azaspiro[2.4]heptane-6-carboxylic acid (580 mg, 1.45 mmol) in toluene (6 mL) was added the tris(trimethylsilyl)silane (1.35 mL, 4.36 mmol, 3.0 eq) and AIBN (24 mg, 0.145 mmol, 0.1 eq). The solution was heated at 110° C. for 3 hours. Another batch of tris(trimethylsilyl)silane (0.45 mL 1.45 mmol, 1.0 eq) and AIBN (10 mg) was added. The solution was heated at 110° C. for 2 more hours. A third batch of tris(trimethylsilyl)silane (... The reactants are C1(CCCCC1)C1=C(N(C2=CC(=CC=C12)C(=O)OC)CC1OCCO1)C1=C(C=CC=C1)C=NO (methyl 3-cyclohexyl-1-(1,3-dioxolan-2-ylmethyl)-2-{2-[(hydroxyimino)methyl]phenyl}-1H-indole-6-carboxylate). The reagents and catalysts are [Pt](=O)=O (Platinum (IV) oxide). Solvent: CC(=O)O (AcOH), CC(=O)O (AcOH). Conditions: time 48 hour. Yields the product NCC1=C(C=CC=C1)C=1N(C2=CC(=CC=C2C1C1CCCCC1)C(=O)OC)CC1OCCO1 (methyl 2-[2-(aminomethyl)phenyl]-3-cyclohexyl-1-(1,3-dioxolan-2-ylmethyl)-1H-indole-6-carboxylate). The yield is 100.0%. RXN SMILES: [CH:1]1([C:7]2[C:15]3[C:10](=[CH:11][C:12]([C:16]([O:18][CH3:19])=[O:17])=[CH:13][CH:14]=3)[N:9]([CH2:20][CH:21]3[O:25][CH2:24][CH2:23][O:22]3)[C:8]=2[C:26]2[CH:31]=[CH:30][CH:29]=[CH:28][C:27]=2[CH:32]=[N:33]O)[CH2:6][CH2:5][CH2:4][CH2:3][CH2:2]1>CC(O)=O.[Pt](=O)=O>[NH2:33][CH2:32][C:27]1[CH:28]=[CH:29][CH:30]=[CH:31][C:26]=1[C:8]1[N:9]([CH2:20][CH:21]2[O:25][CH2:24][CH2:23][O:22]2)[C:10]2[C:15]([C:7]=1[CH:1]1[CH2:2][CH2:3][CH2:4][CH2:5][CH2:6]1)=[CH:14][CH:13]=[C:12]([C:16]([O:18][CH3:19])=[O:17])[CH:11]=2. Procedure: Platinum (IV) oxide (20 mol %) was added as a slurry in AcOH under N2 to a solution of methyl 3-cyclohexyl-1-(1,3-dioxolan-2-ylmethyl)-2-{2-[(hydroxyimino)methyl]phenyl}-1H-indole-6-carboxylate in AcOH (0.07 M). The atmosphere in the reaction vessel was charged with H2 at 50 psi pressure and the reaction agitated on a Parr apparatus for 48 h. The reaction was then filtered under N2 through a plug of celite, washing well with AcOH, and the filtered solution concentrated in vacuo to afford the tit... The reactants are ClC=1C=C2SC=3C=CC(=CC3C(C2=CC1)(O)C1CCN(CC1)C)F (6-chloro-2-fluoro-9-(1-methyl-4-piperidyl)-thioxanthene-9-ol), S(=O)(=O)(O)C1=C(C(=O)OC(C2=C(C=CC=C2)S(=O)(=O)O)=O)C=CC=C1 (o-sulfobenzoic anhydride), C(CC)(=O)O (propionic acid). Yields the product ClC=1C=C2SC=3C=CC(=CC3C(C2=CC1)=C1CCN(CC1)C)F (4-(6-chloro-2-fluoro-9-thioxanthenylidene) 1-methylpiperidine). As a reaction SMILES: [Cl:1][C:2]1[CH:3]=[C:4]2[C:13](=[CH:14][CH:15]=1)[C:12]([CH:17]1[CH2:22][CH2:21][N:20]([CH3:23])[CH2:19][CH2:18]1)(O)[C:11]1[CH:10]=[C:9]([F:24])[CH:8]=[CH:7][C:6]=1[S:5]2.S(C1C=CC=CC=1C(OC(=O)C1C=CC=CC=1S(O)(=O)=O)=O)(O)(=O)=O.C(O)(=O)CC>>[Cl:1][C:2]1[CH:3]=[C:4]2[C:13](=[CH:14][CH:15]=1)[C:12](=[C:17]1[CH2:18][CH2:19][N:20]([CH3:23])[CH2:21][CH2:22]1)[C:11]1[CH:10]=[C:9]([F:24])[CH:8]=[CH:7][C:6]=1[S:5]2. Procedure details: Dehydration is accomplished by heating 6.4 g. (0.018 mol) of the above thioxanthene-9-ol for one hour with 6.5 g. (0.035 mol) of o-sulfobenzoic anhydride in 100 ml. of propionic acid. Workup the reaction mixture affords 4-(6-chloro-2-fluoro-9-thioxanthenylidene) 1-methylpiperidine, isolated as the hydrochloride salt, m.p. 264°-265° C. Reactants: [OH-].[K+] (Potassium hydroxide), ClC1=C(C=C(C=C1OC)OC)NC(C)=O (N-(2-chloro-3,5-dimethoxyphenyl)acetamide). The product is ClC1=C(N)C=C(C=C1OC)OC (2-chloro-3,5-dimethoxyaniline). Procedure details: Potassium hydroxide (2.19 g, 39.18 mmol) was added to a solution of N-(2-chloro-3,5-dimethoxyphenyl)acetamide (1.8 g, 7.837 mmol) in EtOH (100 mL) and water (10 mL) and the reaction mixture heated to reflux for 12 h. Excess EtOH was removed under reduced pressure to obtain a residue. The residue was then partitioned between water and diethyl ether. The organic layer was separated, dried over sodium sulfate, filtered and concentrated under vacuum to afford the title compound (1.2 g, 82% of yield)... As a reaction SMILES: [OH-].[K+].[Cl:3][C:4]1[C:9]([O:10][CH3:11])=[CH:8][C:7]([O:12][CH3:13])=[CH:6][C:5]=1[NH:14]C(=O)C>CCO.O>[Cl:3][C:4]1[C:9]([O:10][CH3:11])=[CH:8][C:7]([O:12][CH3:13])=[CH:6][C:5]=1[NH2:14] |f:0.1|. Solvent: CCO (EtOH), O (water). The yield is 81.6%. Starting materials: C([C@H](O)C1=CC=CC=C1)(=O)O ((R)-(-)-Mandelic acid), C(C=C)N1C[C@H](N(C[C@@H]1C)[C@@H](C1=CC(=CC=C1)Br)C=1C=C(C=CC1)O)C ((±)-3-((αR*)-α-((2R*,5S*)-4-allyl-2,5-dimethyl-1-piperazinyl)-3-bromobenzyl)phenol). The solvent is C(C)O (ethanol). Yields the product C(C=C)N1C[C@@H](N(C[C@H]1C)[C@H](C1=CC(=CC=C1)Br)C=1C=C(C=CC1)O)C ((+)-3-((αS)-α-((2S,5R)-4-allyl-2,5-dimethyl-1-piperazinyl)-3-bromobenzyl)-phenol). The yield is 21.9%. RXN SMILES: C(O)(=O)[C@@H](C1C=CC=CC=1)O.[CH2:12]([N:15]1[C@@H:20]([CH3:21])[CH2:19][N:18]([C@H:22]([C:30]2[CH:31]=[C:32]([OH:36])[CH:33]=[CH:34][CH:35]=2)[C:23]2[CH:28]=[CH:27][CH:26]=[C:25]([Br:29])[CH:24]=2)[C@H:17]([CH3:37])[CH2:16]1)[CH:13]=[CH2:14]>C(O)C>[CH2:12]([N:15]1[C@H:20]([CH3:21])[CH2:19][N:18]([C@@H:22]([C:30]2[CH:31]=[C:32]([OH:36])[CH:33]=[CH:34][CH:35]=2)[C:23]2[CH:28]=[CH:27][CH:26]=[C:25]([Br:29])[CH:24]=2)[C@@H:17]([CH3:37])[CH2:16]1)[CH:13]=[CH2:14]. Procedure details: (R)-(-)-Mandelic acid (11.50g, 75.6 mmol) was added to a suspension of 28.55 g (68.7 mmol) of (±)-3-((αR*)-α-((2R*,5S*)-4-allyl-2,5-dimethyl-1-piperazinyl)-3-bromobenzyl)phenol (Example 84, infra) in 450 mL of absolute ethanol. The mixture was heated to complete solution and then allowed to crystallize at room temperature. Crystals were collected and recrystallized from absolute ethanol. The crystalline mandelate salt was treated with excess 1N aqueous sodium hydroxide and then titrated to pH 8 ... Reactants: CC(=O)Nc1ccc(S(=O)(=O)Cl)cc1, CC(C)=O, [N-]=[N+]=[N-], [Na+], O. The product is CC(=O)Nc1ccc(S(=O)(=O)N=[N+]=[N-])cc1. RXN SMILES: [C:5]([CH3:6])(=[O:7])[NH:8][c:9]1[cH:10][cH:11][c:12]([S:15](=[O:16])(=[O:17])[Cl:18])[cH:13][cH:14]1.[CH3:19][C:20](=[O:21])[CH3:22].[N-:2]=[N+:3]=[N-:4].[Na+:1].[OH2:23]>>[N:2](=[N+:3]=[N-:4])[S:15]([c:12]1[cH:11][cH:10][c:9]([NH:8][C:5]([CH3:6])=[O:7])[cH:14][cH:13]1)(=[O:16])=[O:17]. Reactants: ClC1=CC(=C2C(=N1)CCC2)Cl (2,4-dichloro-6,7-dihydro-5H-cyclopenta[b]pyridine), N1CCCC1 (pyrrolidine). The product is ClC1=C2C(=NC(=C1)N1CCCC1)CCC2 (4-chloro-2-(pyrrolidin-1-yl)-6,7-dihydro-5H-cyclopenta[b]pyridine). Yield: 38.7%. As a reaction SMILES: Cl[C:2]1[N:7]=[C:6]2[CH2:8][CH2:9][CH2:10][C:5]2=[C:4]([Cl:11])[CH:3]=1.[NH:12]1[CH2:16][CH2:15][CH2:14][CH2:13]1>>[Cl:11][C:4]1[CH:3]=[C:2]([N:12]2[CH2:16][CH2:15][CH2:14][CH2:13]2)[N:7]=[C:6]2[CH2:8][CH2:9][CH2:10][C:5]=12. Procedure: Following general procedure B1, 2,4-dichloro-6,7-dihydro-5H-cyclopenta[b]pyridine (0.150 g, 0.80 mmol) was reacted with pyrrolidine (0.085 g, 1.2 mmol) to afford the title compound (0.069 g, 38%) as a light yellow solid. MW=222.71. 1H NMR (CDCl3, 300 MHz) δ 6.13 (s, 1H), 3.46-3.36 (m, 4H), 2.97-2.81 (m, 4H), 2.13-1.94 (6H); APCI MS m/z 223 [M+H]+. The reactants are COc1ccc2c(c1)CC(NCc1ccccc1)CCC2, CO, [H][H]. Product: COc1ccc2c(c1)CC(N)CCC2. As a reaction SMILES: [CH2:1]([c:2]1[cH:3][cH:4][cH:5][cH:6][cH:7]1)[NH:8][CH:9]1[CH2:10][c:11]2[c:12]([cH:16][cH:17][c:18]([O:20][CH3:21])[cH:19]2)[CH2:13][CH2:14][CH2:15]1.[CH3:24][OH:25].[H:22][H:23]>>[NH2:8][CH:9]1[CH2:10][c:11]2[c:12]([cH:16][cH:17][c:18]([O:20][CH3:21])[cH:19]2)[CH2:13][CH2:14][CH2:15]1. The reactants are CO, CC(C)CCCC(C)NC(=O)CCC(=O)c1ccccc1, Cl, NNC(N)=S, O. Yields the product CC(C)CCCC(C)NC(=O)CCC(=NNC(N)=S)c1ccccc1. As a reaction SMILES: [CH3:29][OH:30].[CH3:6][CH:7]([CH2:8][CH2:9][CH2:10][CH:11]([CH3:12])[CH3:13])[NH:14][C:15]([CH2:16][CH2:17][C:18]([c:19]1[cH:20][cH:21][cH:22][cH:23][cH:24]1)=[O:25])=[O:26].[ClH:27].[NH2:1][NH:2][C:3](=[S:4])[NH2:5].[OH2:28]>>[N:1]([NH:2][C:3](=[S:4])[NH2:5])=[C:18]([CH2:17][CH2:16][C:15]([NH:14][CH:7]([CH3:6])[CH2:8][CH2:9][CH2:10][CH:11]([CH3:12])[CH3:13])=[O:26])[c:19]1[cH:20][cH:21][cH:22][cH:23][cH:24]1.